Dataset: the Open Reaction Database (ORD), a public repository of structured organic reaction records. Task: describe an organic reaction: reactants, conditions, products, and yield Reactants: salt, C[C@H]([C@H](C1=CC=CC=C1)O)NC ((+)-ephedrine), ClC1=CC=C2C=CC(=NC2=N1)NC(CC(CCC(C)C)=O)C1=C(C(=O)O)C=CC=C1 ((±)-2-{1-[(7-chloro-1,8-naphthyridin-2-yl)amino]-6-methyl-3-oxoheptyl}benzoic acid). Run in C(Cl)Cl (methylene chloride). Reaction conditions: temperature 40 celsius, time 10 minute. Yields the product ClC1=CC=C2C=CC(=NC2=N1)N1C(C2=CC=CC=C2C1CC(CCC(C)C)=O)=O ((+)-2-(7-chloro-1,8-naphthyridin-2-yl)-3-(5-methyl-2-oxohexyl)-1-isoindolinone). Reaction SMILES: C[C@@H](NC)[C@@H](O)C1C=CC=CC=1.[Cl:13][C:14]1[N:23]=[C:22]2[C:17]([CH:18]=[CH:19][C:20]([NH:24][CH:25]([C:34]3[CH:42]=[CH:41][CH:40]=[CH:39][C:35]=3[C:36](O)=[O:37])[CH2:26][C:27](=[O:33])[CH2:28][CH2:29][CH:30]([CH3:32])[CH3:31])=[N:21]2)=[CH:16][CH:15]=1>C(Cl)Cl>[Cl:13][C:14]1[N:23]=[C:22]2[C:17]([CH:18]=[CH:19][C:20]([N:24]3[CH:25]([CH2:26][C:27](=[O:33])[CH2:28][CH2:29][CH:30]([CH3:31])[CH3:32])[C:34]4[C:35](=[CH:39][CH:40]=[CH:41][CH:42]=4)[C:36]3=[O:37])=[N:21]2)=[CH:16][CH:15]=1. Procedure details: 118.3 g of the salt of (+)-ephedrine and (±)-2-{1-[(7-chloro-1,8-naphthyridin-2-yl)amino]-6-methyl-3-oxoheptyl}benzoic acid and 1700 cm3 of methylene chloride are introduced into a 2.5 liter reactor. The organic solution is washed, at 20° C., with 400 cm3 of a 0.5N aqueous hydrochloric acid solution and then with 400 cm3 of distilled water. The organic phase is dehydrated by azeotropic distillation at 20° C. under reduced pressure (250 mm of mercury; 33.3 kPa). The volume of the organic phase is... The reactants are COc1ccc(P2(=S)SP(=S)(c3ccc(OC)cc3)S2)cc1, Cc1ccccc1, CCC1(CC)C(=O)Nc2ccc(-c3cccc(Cl)c3)cc21. Product: CCC1(CC)C(=S)Nc2ccc(-c3cccc(Cl)c3)cc21. As a reaction SMILES: [CH3:22][O:23][c:24]1[cH:25][cH:26][c:27]([P:28]2(=[S:31])[S:29][P:30]([c:32]3[cH:33][cH:34][c:35]([O:36][CH3:37])[cH:38][cH:39]3)(=[S:40])[S:41]2)[cH:42][cH:43]1.[CH3:44][c:45]1[cH:46][cH:47][cH:48][cH:49][cH:50]1.[Cl:1][c:2]1[cH:3][c:4](-[c:8]2[cH:9][c:10]3[c:14]([cH:15][cH:16]2)[NH:13][C:12](=[O:17])[C:11]3([CH2:18][CH3:19])[CH2:20][CH3:21])[cH:5][cH:6][cH:7]1>>[Cl:1][c:2]1[cH:3][c:4](-[c:8]2[cH:9][c:10]3[c:14]([cH:15][cH:16]2)[NH:13][C:12](=[S:31])[C:11]3([CH2:18][CH3:19])[CH2:20][CH3:21])[cH:5][cH:6][cH:7]1. The reactants are CCCN(CCC)c1c(C)nn2c(-c3c(OC)cc(COC)cc3OC)c(SC)sc12, ClCCl, [Na+], [Na+], O=C([O-])[O-], O=C(OO)c1cccc(Cl)c1. Yields the product CCCN(CCC)c1c(C)nn2c(-c3c(OC)cc(COC)cc3OC)c(S(C)=O)sc12. As a reaction SMILES: [CH3:1][O:2][c:3]1[c:4](-[c:14]2[n:15]3[c:16]([s:17][c:18]2[S:19][CH3:20])[c:21]([N:25]([CH2:26][CH2:27][CH3:28])[CH2:29][CH2:30][CH3:31])[c:22]([CH3:24])[n:23]3)[c:5]([O:12][CH3:13])[cH:6][c:7]([CH2:9][O:10][CH3:11])[cH:8]1.[Cl:49][CH2:50][Cl:51].[Na+:43].[Na+:44].[O-:45][C:46](=[O:47])[O-:48].[OH:32][O:33][C:34]([c:35]1[cH:36][c:37]([Cl:38])[cH:39][cH:40][cH:41]1)=[O:42]>>[CH3:1][O:2][c:3]1[c:4](-[c:14]2[n:15]3[c:16]([s:17][c:18]2[S:19]([CH3:20])=[O:32])[c:21]([N:25]([CH2:26][CH2:27][CH3:28])[CH2:29][CH2:30][CH3:31])[c:22]([CH3:24])[n:23]3)[c:5]([O:12][CH3:13])[cH:6][c:7]([CH2:9][O:10][CH3:11])[cH:8]1. Starting materials: OC=1C=C2C=CC(=CC2=CC1)[C@]1(NC(OC1)=O)C ((R)-4-(6-hydroxynaphthalen-2-yl)-4-methyloxazolidin-2-one), N(=NC(=O)OC(C)C)C(=O)OC(C)C (diisopropyl azodicarboxylate), [C@H]12C(C[C@H](CC1)C2)O ((1S,4R)-Bicyclo[2.2.1]heptan-2-ol), C1(=CC=CC=C1)P(C1=CC=CC=C1)C1=CC=CC=C1 (triphenylphosphine). Yields the product [C@H]12C(C[C@H](CC1)C2)OC=2C=C1C=CC(=CC1=CC2)[C@]2(NC(OC2)=O)C ((R)-4-[6-((1S,4R)-Bicyclo[2.2.1]hept-2-yloxy)-naphthalen-2-yl]-4-methyl-oxazolidin-2-one). The yield is 40.0%. Reaction SMILES: [OH:1][C:2]1[CH:3]=[C:4]2[C:9](=[CH:10][CH:11]=1)[CH:8]=[C:7]([C@:12]1([CH3:18])[CH2:16][O:15][C:14](=[O:17])[NH:13]1)[CH:6]=[CH:5]2.[C@@H:19]12[CH2:25][C@@H:22]([CH2:23][CH2:24]1)[CH2:21][CH:20]2O.C1(P(C2C=CC=CC=2)C2C=CC=CC=2)C=CC=CC=1.N(C(OC(C)C)=O)=NC(OC(C)C)=O>>[C@@H:19]12[CH2:25][C@@H:22]([CH2:23][CH2:24]1)[CH2:21][CH:20]2[O:1][C:2]1[CH:3]=[C:4]2[C:9](=[CH:10][CH:11]=1)[CH:8]=[C:7]([C@:12]1([CH3:18])[CH2:16][O:15][C:14](=[O:17])[NH:13]1)[CH:6]=[CH:5]2. Reported procedure: The compound was prepared in a manner similar as to that described above (R)-4-(6-hydroxynaphthalen-2-yl)-4-methyloxazolidin-2-one, (1S,4R)-Bicyclo[2.2.1]heptan-2-ol (1.0 g, 0.0090 mol), triphenylphosphine (2.6 g, 0.0099 mol), h (45 mL, 0.55 mol), and diisopropyl azodicarboxylate (2.0 g, 0.0099 mol) to give 502 mg of the desired product as a white solid (40%). 1H NMR (400 MHz, CDCl3) δ=7.94-7.61 (m, 3H), 7.50 (d, J=8.5 Hz, 1H), 7.23-7.05 (m, 2H), 4.67 (br. s., 2H), 4.33-4.17 (m, 1H), 3.84-3.51 (... The reactants are C(C)OC(CN1NC(C2=CC(=CC=C12)[N+](=O)[O-])=O)=O ((5-nitro-3-oxo-2,3-dihydro-indazol-1-yl)-acetic acid ethyl ester), [OH-].[Na+] (NaOH), CCOC(=O)C (EtOAc), Cl (HCl). Run in C1CCOC1 (THF). Run at time 30 minute. Yields the product [N+](=O)([O-])C=1C=C2C(NN(C2=CC1)CC(=O)O)=O ((5-nitro-3-oxo-2,3-dihydro-indazol-1-yl)-acetic acid). Yield: 68.0%. As a reaction SMILES: C([O:3][C:4](=[O:19])[CH2:5][N:6]1[C:14]2[C:9](=[CH:10][C:11]([N+:15]([O-:17])=[O:16])=[CH:12][CH:13]=2)[C:8](=[O:18])[NH:7]1)C.[OH-].[Na+].Cl.CCOC(C)=O>C1COCC1>[N+:15]([C:11]1[CH:10]=[C:9]2[C:14](=[CH:13][CH:12]=1)[N:6]([CH2:5][C:4]([OH:19])=[O:3])[NH:7][C:8]2=[O:18])([O-:17])=[O:16] |f:1.2|. Reported procedure: To a solution of (5-nitro-3-oxo-2,3-dihydro-indazol-1-yl)-acetic acid ethyl ester (0.24 g) in THF (9 mL), was added 2 N NaOH (aq.) (1.8 mL). The reaction mixture was stirred at ambient temperature for 30 minutes. The reaction mixture was acidified with 2 N HCl (aq.) and extricated with EtOAc. Evaporation of the organic phases afforded the desired crude (5-nitro-3-oxo-2,3-dihydro-indazol-1-yl)-acetic acid (0.146 g) which was taken into the next step without further purification. Reactants: CC1=C(C(=CC(=C1)C)C)O (2,4,6-trimethylphenol), [H-].[Na+] (NaH), C1CCOC1 (THF), ClC1=[N+](C(=CC(=C1C)Cl)CC)[O-] (2,4-dichloro-6-ethyl-3-methyl-pyridine 1-oxide). Run at time 20 minute. The product is ClC1=C(C(=[N+](C(=C1)CC)[O-])OC1=C(C=C(C(=C1)C)C)C)C (4-Chloro-6-ethyl-3-methyl-2-(2,4,5-trimethyl-phenoxy)-pyridine 1-oxide). As a reaction SMILES: C[C:2]1[CH:7]=[C:6]([CH3:8])[CH:5]=[C:4]([CH3:9])[C:3]=1[OH:10].[H-].[Na+].Cl[C:14]1[C:19]([CH3:20])=[C:18]([Cl:21])[CH:17]=[C:16]([CH2:22][CH3:23])[N+:15]=1[O-:24].[CH2:25]1COCC1>>[Cl:21][C:18]1[CH:17]=[C:16]([CH2:22][CH3:23])[N+:15]([O-:24])=[C:14]([O:10][C:3]2[CH:2]=[C:7]([CH3:25])[C:6]([CH3:8])=[CH:5][C:4]=2[CH3:9])[C:19]=1[CH3:20] |f:1.2|. Procedure details: To a solution of 2,4,6-trimethylphenol in dry THF was added NaH and stirred at room temperature for 20 minutes. A solution of 2,4-dichloro-6-ethyl-3-methyl-pyridine 1-oxide was added and the resulting mixture was heated at reflux for 1.5 hour. The mixture was cooled to room temperature, quenched with water, extracted with ethyl acetate. The organic layer was separated, dried and concentrated to give the title compound which was used directly for the next step reaction. The reactants are Cl (HCl), C(C)OC(CCCOC=1C=C2C(=C(N(C2=CC1)CCCCCCCCCC)C)CC(=O)N)=O (4-[[3-(2-amino-2-oxoethyl)-1-decyl-2-methyl-1-H-indol-5-yl]oxy]butanoic acid ethyl ester), [OH-].[Na+] (NaOH), O (water). Run in CO (MeOH). Yields the product NC(CC1=C(N(C2=CC=C(C=C12)OCCCC(=O)O)CCCCCCCCCC)C)=O (4-[[3-(2-amino-2-oxoethyl)-1-decyl-2-methyl-1-H-indol-5-yl]oxy]butanoic acid). The yield is 77.0%. As a reaction SMILES: C([O:3][C:4](=[O:33])[CH2:5][CH2:6][CH2:7][O:8][C:9]1[CH:10]=[C:11]2[C:15](=[CH:16][CH:17]=1)[N:14]([CH2:18][CH2:19][CH2:20][CH2:21][CH2:22][CH2:23][CH2:24][CH2:25][CH2:26][CH3:27])[C:13]([CH3:28])=[C:12]2[CH2:29][C:30]([NH2:32])=[O:31])C.[OH-].[Na+].O.Cl>CO>[NH2:32][C:30](=[O:31])[CH2:29][C:12]1[C:11]2[C:15](=[CH:16][CH:17]=[C:9]([O:8][CH2:7][CH2:6][CH2:5][C:4]([OH:33])=[O:3])[CH:10]=2)[N:14]([CH2:18][CH2:19][CH2:20][CH2:21][CH2:22][CH2:23][CH2:24][CH2:25][CH2:26][CH3:27])[C:13]=1[CH3:28] |f:1.2|. Procedure: A mixture of 590 mg (1.3 mmol) of [4-[[3-(2-amino-2-oxoethyl)-1-decyl-2-methyl-1-H-indol-5-yl]oxy]butanoic acid ethyl ester and 1.5 mL of 5N NaOH in 20 mL of MeOH was heated to maintain reflux for 2.5 hours, cooled, poured into water and made strongly acidic with 5N HCl. The precipitate was filtered and recrystallized from MeOH. There was obtained 430 mg (77% yield) of [4-[[3-(2-amino-2-oxoethyl)-1-decyl-2-methyl-1-H-indol-5-yl]oxy]butanoic acid, mp, 163-165° C. Reactants: I(=O)(=O)[O-].[K+] (potassium iodate), C(C)(C)(C)C1=CC=C(C=C1)C1=CC=C(C=C1)C(C)(C)C (4,4'-di-t-butylbiphenyl), C(C)(=O)OC(C)=O (acetic anhydride), OS(=O)(=O)C(F)(F)F (triflic acid), C(C)(C)(C)C1=CC=C(C=C1)C1=CC=C(C=C1)C(C)(C)C (4,4'-di-t-butylbiphenyl), OS(=O)(=O)C(F)(F)F (triflic acid). Solvent: CC(=O)C (acetone). Reaction conditions: temperature 0 celsius, time 14 hour. The product is FC(S(=O)(=O)[O-])(F)F.C(C)(C)(C)C=1C=CC2=C([I+]C3=C2C=CC(=C3)C(C)(C)C)C1 (3,7-Di-t-butyldibenziodolium Trifluoromethanesulfonate). Yield: 2.0%. RXN SMILES: [I:1]([O-])(=O)=O.[K+].[C:6]([C:10]1[CH:15]=[CH:14][C:13]([C:16]2[CH:21]=[CH:20][C:19]([C:22]([CH3:25])([CH3:24])[CH3:23])=[CH:18][CH:17]=2)=[CH:12][CH:11]=1)([CH3:9])([CH3:8])[CH3:7].C(OC(=O)C)(=O)C.[OH:33][S:34]([C:37]([F:40])([F:39])[F:38])(=[O:36])=[O:35]>CC(C)=O>[F:38][C:37]([F:40])([F:39])[S:34]([O-:36])(=[O:35])=[O:33].[C:22]([C:19]1[CH:20]=[CH:21][C:16]2[C:13]3[CH:14]=[CH:15][C:10]([C:6]([CH3:9])([CH3:8])[CH3:7])=[CH:11][C:12]=3[I+:1][C:17]=2[CH:18]=1)([CH3:25])([CH3:24])[CH3:23] |f:0.1,6.7|. Procedure details: Into a 250 ml 3-neck round bottom flask equipped with a mechanical stirrer, thermometer, and inlet was charged with agitation, 4.0 grams (18.8 mmol, 1.0 eq) of potassium iodate, 5.0 grams (18.8 mmol, 1.0 eq) of 4,4'-di-t-butylbiphenyl, and 20 mL of acetic anhydride to form a mixture which was cooled to 0° C. To the mixture was added 5.63 grams (3.32 mL, 37.5 mmol, 2.0 eq) of triflic acid dropwise at such a rate that the reaction temperature did not exceed 10° C. The temperature was kept below 10... Reactants: CNC1=NC=C(C=C1N)C(F)(F)F (N2-methyl-5-trifluoromethylpyridine-2,3-diamine), C(C)SC=1N(NC=CC1)C(=O)O (3-ethylsulfanylpyridazine-2-carboxylic acid), CCN=C=NCCCN(C)C.Cl (EDCI hydrochloride), C=1C=CC2=C(C1)N=NN2O (HOBt). Solvent: N1=CC=CC=C1 (pyridine), O (Water). Reaction conditions: temperature 60 celsius, time 4 hour. Yields the product CNC1=NC=C(C=C1NC(=O)C1=NC=CN=C1SCC)C(F)(F)F (3-ethylsulfanylpyrazine-2-carboxylic acid (2-methylamino-5-trifluoromethylpyridin-3-yl)-amide). Yield: 966.3%. RXN SMILES: [CH3:1][NH:2][C:3]1[C:8]([NH2:9])=[CH:7][C:6]([C:10]([F:13])([F:12])[F:11])=[CH:5][N:4]=1.[CH2:14]([S:16][C:17]1[N:18]([C:23](O)=O)NC=[CH:21][CH:22]=1)[CH3:15].CCN=C=NCCC[N:34]([CH3:36])C.Cl.C1C=CC2N([OH:47])N=NC=2C=1>O.N1C=CC=CC=1>[CH3:1][NH:2][C:3]1[C:8]([NH:9][C:21]([C:22]2[C:17]([S:16][CH2:14][CH3:15])=[N:18][CH:23]=[CH:36][N:34]=2)=[O:47])=[CH:7][C:6]([C:10]([F:13])([F:11])[F:12])=[CH:5][N:4]=1 |f:2.3|. Procedure details: A mixture of 618 mg of N2-methyl-5-trifluoromethylpyridine-2,3-diamine, 612 mg of 3-ethylsulfanylpyridazine-2-carboxylic acid, 958 mg of EDCI hydrochloride, 45 mg of HOBt and 5 ml of pyridine was stirred at 60° C. for 4 hours. Water was poured to the cooled reaction mixture, and the mixture was extracted with ethyl acetate. The organic layer was washed with water, and then dried over anhydrous magnesium sulfate and concentrated under reduced pressure to obtain 1.15 g of 3-ethylsulfanylpyrazine-2...